From a dataset of the Open Reaction Database (ORD), a public repository of structured organic reaction records. describe an organic reaction: reactants, conditions, products, and yield The reactants are CC(=O)O, [Fe], O=[N+]([O-])c1c(Cl)cc(Cl)cc1-c1n[nH]cc1Cl, O, [Pb]. Yields the product Nc1c(Cl)cc(Cl)cc1-c1n[nH]cc1Cl. Reaction SMILES: [CH3:20][C:21](=[O:22])[OH:23].[Fe:24].[N+:1]([O-:2])(=[O:3])[c:4]1[c:5](-[c:12]2[n:13][nH:14][cH:15][c:16]2[Cl:17])[cH:6][c:7]([Cl:11])[cH:8][c:9]1[Cl:10].[OH2:18].[Pb:19]>>[NH2:1][c:4]1[c:5](-[c:12]2[n:13][nH:14][cH:15][c:16]2[Cl:17])[cH:6][c:7]([Cl:11])[cH:8][c:9]1[Cl:10]. The reactants are BrC1=NN=C(S1)CNC(OC(C)(C)C)=O (tert-butyl ((5-bromo-1,3,4-thiadiazol-2-yl)methyl)-carbamate), ClC(C(=O)N[C@@H]([C@@H](C1=CC=C(C=C1)[Sn](C)(C)C)O)CF)Cl (2,2-dichloro-N-((1R,2S)-3-fluoro-1-hydroxy-1-(4-(trimethylstannyl)phenyl)propan-2-yl)acetamide), [F-].[Cs+] (CsF). The reagents and catalysts are [Cu]I (CuI), C=1C=CC(=CC1)[P](C=2C=CC=CC2)(C=3C=CC=CC3)[Pd]([P](C=4C=CC=CC4)(C=5C=CC=CC5)C=6C=CC=CC6)([P](C=7C=CC=CC7)(C=8C=CC=CC8)C=9C=CC=CC9)[P](C=1C=CC=CC1)(C=1C=CC=CC1)C=1C=CC=CC1 (Pd(PPh3)4). The solvent is CN(C=O)C (dimethylformamide). Conditions: temperature 90 celsius. The product is ClC(C(=O)N[C@@H]([C@H](O)C1=CC=C(C=C1)C1=NN=C(S1)CNC(OC(C)(C)C)=O)CF)Cl (tert-butyl ((5-(4-((1R,2S)-2-(2,2-dichloroacetamido)-3-fluoro-1-hydroxypropyl)phenyl)-1,3,4-thiadiazol-2-yl)methyl)carbamate). Isolated yield 7.5%. Reaction SMILES: Br[C:2]1[S:6][C:5]([CH2:7][NH:8][C:9](=[O:15])[O:10][C:11]([CH3:14])([CH3:13])[CH3:12])=[N:4][N:3]=1.[Cl:16][CH:17]([Cl:36])[C:18]([NH:20][C@H:21]([CH2:34][F:35])[C@H:22]([OH:33])[C:23]1[CH:28]=[CH:27][C:26]([Sn](C)(C)C)=[CH:25][CH:24]=1)=[O:19].[F-].[Cs+]>CN(C)C=O.[Cu]I.C1C=CC([P]([Pd]([P](C2C=CC=CC=2)(C2C=CC=CC=2)C2C=CC=CC=2)([P](C2C=CC=CC=2)(C2C=CC=CC=2)C2C=CC=CC=2)[P](C2C=CC=CC=2)(C2C=CC=CC=2)C2C=CC=CC=2)(C2C=CC=CC=2)C2C=CC=CC=2)=CC=1>[Cl:16][CH:17]([Cl:36])[C:18]([NH:20][C@H:21]([CH2:34][F:35])[C@@H:22]([C:23]1[CH:24]=[CH:25][C:26]([C:2]2[S:6][C:5]([CH2:7][NH:8][C:9](=[O:15])[O:10][C:11]([CH3:14])([CH3:13])[CH3:12])=[N:4][N:3]=2)=[CH:27][CH:28]=1)[OH:33])=[O:19] |f:2.3,^1:49,51,70,89|. Reported procedure: To a stirred solution of tert-butyl ((5-bromo-1,3,4-thiadiazol-2-yl)methyl)-carbamate (0.878 g, 2.98 mmol) and 2,2-dichloro-N-((1R,2S)-3-fluoro-1-hydroxy-1-(4-(trimethylstannyl)phenyl)propan-2-yl)acetamide (1.20 g, 2.71 mmol) in dimethylformamide (20 mL) is added CsF (0.818 g, 5.42 mmol) followed by CuI (0.051 g, 0.271 mmol). Resulting reaction mixture is degassed with nitrogen for 30 minutes and Pd(PPh3)4 (0.313 g, 0.271 mmol) added. The reaction mixture is heated to 90° C. for 5 hours. Reactio... Starting materials: C=1(C(=CC=CC1)C(=O)O)C1=CC=CC=C1 (2-biphenylcarboxylic acid), FC(S(=O)(=O)O)(F)F (trifluoromethanesulfonic acid), ice water. Yields the product C1=CC=CC=2C3=CC=CC=C3C(C12)=O (9H-fluoren-9-one). As a reaction SMILES: [C:1]1([C:10]2[CH:15]=[CH:14][CH:13]=[CH:12][CH:11]=2)[C:2]([C:7](O)=[O:8])=[CH:3][CH:4]=[CH:5][CH:6]=1.FC(F)(F)S(O)(=O)=O>>[CH:14]1[C:15]2[C:7](=[O:8])[C:2]3[C:1](=[CH:6][CH:5]=[CH:4][CH:3]=3)[C:10]=2[CH:11]=[CH:12][CH:13]=1. Procedure details: To 1.0 grams of 2-biphenylcarboxylic acid was added 3 mL of trifluoromethanesulfonic acid. The sample was maintained at room temperature for 2.5 hours The mixture was poured over ice-water and extracted with ethyl acetate. The organic phase was washed with a saturated aqueous sodium bicarbonate solution until the aqueous phase was basic. The aqueous phase was separated. The organic phase was washed with water, dried over magnesium sulfate, and concentrated in vacuo to give 9H-fluoren-9-one.